describe an organic reaction: reactants, conditions, products, and yield From a dataset of the Open Reaction Database (ORD), a public repository of structured organic reaction records. The reactants are COC=1C=C(C(=O)O)C=C(C1C=C(C)C)OC (3,5-dimethoxy-4-(2-methylpropenyl)-benzoic acid). Solvent: C(C)OCC (diethyl ether). The product is COC=1C=C(C(=O)O)C=C(C1CC(C)C)OC (3,5-dimethoxy-4-isobutyl-benzoic acid). Reaction SMILES: [CH3:1][O:2][C:3]1[CH:4]=[C:5]([CH:9]=[C:10]([O:16][CH3:17])[C:11]=1[CH:12]=[C:13]([CH3:15])[CH3:14])[C:6]([OH:8])=[O:7]>C(OCC)C>[CH3:17][O:16][C:10]1[CH:9]=[C:5]([CH:4]=[C:3]([O:2][CH3:1])[C:11]=1[CH2:12][CH:13]([CH3:14])[CH3:15])[C:6]([OH:8])=[O:7]. Procedure details: 3,5-Dimethoxy-4-isobutyl-benzoyl chloride. Starting from 3-hydroxy-5-methoxy-benzoic acid methyl ester and 3-chloro-2-methyl-propene, 3-(2-methyl-2-propenyloxy)-5-methoxy-benzoic acid methyl ester is obtained. B.p. 148°-50°C/0.4 mmHg. By operating as described under C), 3,5-dimethoxy-4-(2-methylpropenyl)-benzoic acid is prepared. M.p. 159°-61°C (from diethyl ether). This compound is hydrogenated as under D) to give 3,5-dimethoxy-4-isobutyl-benzoic acid. M.p. 160°-62°C (from diethyl ether/light p...